Dataset: the Open Reaction Database (ORD), a public repository of structured organic reaction records. Task: describe an organic reaction: reactants, conditions, products, and yield The reactants are ClC=1C=C2CCC(C2=CC1)=O (5-chloro-1-indanone), C(C)(C)(C)OC(=O)N1CCNCC1 (piperazine carboxylic acid tert -butyl ester). Product: ClC=1C=C2CCC(C2=CC1)N1CCNCC1 (1-(5-chloroindan-1-yl)-piperazine). As a reaction SMILES: [Cl:1][C:2]1[CH:3]=[C:4]2[C:8](=[CH:9][CH:10]=1)[C:7](=O)[CH2:6][CH2:5]2.C(OC([N:19]1[CH2:24][CH2:23][NH:22][CH2:21][CH2:20]1)=O)(C)(C)C>>[Cl:1][C:2]1[CH:3]=[C:4]2[C:8](=[CH:9][CH:10]=1)[CH:7]([N:19]1[CH2:24][CH2:23][NH:22][CH2:21][CH2:20]1)[CH2:6][CH2:5]2. Reported procedure: The title compound was prepared in two steps by a standard reductive amination starting with 5-chloro-1-indanone and piperazine carboxylic acid tert -butyl ester followed by removal of the t-Boc group with HCl in 30% overall yield. RXN SMILES: [NH:1]([C:3]1[CH:8]=[C:7]([C:9]#[N:10])[CH:6]=[CH:5][N:4]=1)[NH2:2].[ClH:11]>CCOC(C)=O>[ClH:11].[NH:1]([C:3]1[CH:8]=[C:7]([C:9]#[N:10])[CH:6]=[CH:5][N:4]=1)[NH2:2] |f:3.4|. Procedure: To a solution of 2-hydrazinylpyridine-4-carbonitrile (2.13 g, 16 mmol, PREPARATION 2) in EtOAc (10 mL) was added HCl (4 M in EtOAc, 15 mL) at rt. It was then stirred at rt for 30 min. The reaction mixture was filtered and washed with EtOAc and dried to give the title compound (3.13 g, 95%) as a yellow solid. Yields the product Cl.N(N)C1=NC=CC(=C1)C#N (2-Hydrazinylpyridine-4-carbonitrile hydrochloride salt). Starting materials: N(N)C1=NC=CC(=C1)C#N (2-hydrazinylpyridine-4-carbonitrile), Cl (HCl). Yield: 95.0%. Run at time 30 minute. Run in CCOC(=O)C (EtOAc). Starting materials: O (Water), C(C)(C)[N-]C(C)C.[Li+] (Lithium diisopropylamide), ClC1=NC(=CC=C1)C(F)(F)F (2-chloro-6-(trifluoromethyl)pyridine), C(C1=CC=CC=C1)=O (benzaldehyde). Run in O1CCCC1 (tetrahydrofuran). Reaction conditions: time 30 minute. The product is ClC1=NC(=CC=C1C(O)C1=CC=CC=C1)C(F)(F)F ({2-Chloro-6-(trifluoromethyl)pyridin-3-yl}(phenyl)methanol). Isolated yield 99.7%. Reaction SMILES: C([N-]C(C)C)(C)C.[Li+].[Cl:9][C:10]1[CH:15]=[CH:14][CH:13]=[C:12]([C:16]([F:19])([F:18])[F:17])[N:11]=1.[CH:20](=[O:27])[C:21]1[CH:26]=[CH:25][CH:24]=[CH:23][CH:22]=1.O>O1CCCC1>[Cl:9][C:10]1[C:15]([CH:20]([C:21]2[CH:26]=[CH:25][CH:24]=[CH:23][CH:22]=2)[OH:27])=[CH:14][CH:13]=[C:12]([C:16]([F:17])([F:18])[F:19])[N:11]=1 |f:0.1|. Procedure details: Lithium diisopropylamide (3.7 mL, 1.8 M tetrahydrofuran solution, manufactured by Tokyo Chemical Industry Co., Ltd.) was added to a solution of 2-chloro-6-(trifluoromethyl)pyridine (1.0 g, manufactured by Matrix Chemical LLC) in tetrahydrofuran (55 mL, manufactured by Kanto Chemical Co., Inc.) at −78° C., and the mixture was stirred for 30 minutes at the same temperature. Then, benzaldehyde (1.17 g, manufactured by Kokusan Chemical Co., Ltd.) was added thereto at −78° C., and the mixture was sti... Yields the product ClC1=CC=C(C=CCN2N=C(C=C(C2=O)CO)C2=CC(=C(C=C2)F)C)C=C1 (2-(4-chlorocinnamyl)-6-(4-fluoro-3-methylphenyl)-4-hydroxymethyl-2H-pyridazin-3-one), needles. Starting materials: FC1=C(C=CC(=C1)F)C=1C=C(C(N(N1)CC(C)C)=O)CN1C(C=2C(C1=O)=CC=CC2)=O (6-(2,4-difluorophenyl)-2-isobutyl-4-phthalimidomethyl-2H-pyridazin-3-one), C(=O)(O)C=1C(N(N=C(C1)C1=CC(=C(C=C1)F)C)CC=CC1=CC=C(C=C1)Cl)=O (4-carboxy-2-(4-chlorocinnamyl)-6-(4-fluoro-3-methylphenyl)-2H-pyridazin-3-one). The yield is 17.2%. RXN SMILES: FC1C=C(F)C=CC=1C1C=C(CN2C(=O)C3=CC=CC=C3C2=O)C(=O)N(CC(C)C)N=1.[C:32]([C:35]1[C:36](=[O:59])[N:37]([CH2:49][CH:50]=[CH:51][C:52]2[CH:57]=[CH:56][C:55]([Cl:58])=[CH:54][CH:53]=2)[N:38]=[C:39]([C:41]2[CH:46]=[CH:45][C:44]([F:47])=[C:43]([CH3:48])[CH:42]=2)[CH:40]=1)(O)=[O:33]>>[Cl:58][C:55]1[CH:54]=[CH:53][C:52]([CH:51]=[CH:50][CH2:49][N:37]2[C:36](=[O:59])[C:35]([CH2:32][OH:33])=[CH:40][C:39]([C:41]3[CH:46]=[CH:45][C:44]([F:47])=[C:43]([CH3:48])[CH:42]=3)=[N:38]2)=[CH:57][CH:56]=1. Reported procedure: Following the procedure of Example 1 (8), 4-carboxy-2-(4-chlorocinnamyl)-6-(4-fluoro-3-methylphenyl)-2H-pyridazin-3-one was reacted to yield the title compound as slightly yellow needles (yield: 17.2%).